Dataset: the Open Reaction Database (ORD), a public repository of structured organic reaction records. Task: describe an organic reaction: reactants, conditions, products, and yield Reactants: O1C(OCC1)CC1CC(CC(C1)=O)=O (5-[1,3]dioxolan-2-ylmethylcyclohexane-1,3-dione), C(Cl)(Cl)Cl (chloroform), C1(=CC=CC=C1)C (toluene), N,N-dimethylaminopyridine, C(C)(=O)[O-].C(C)(=O)[O-].C(C)(=O)[O-].ClC1=CC=C(C=C1)C1=CC(=C(C=C1)C)[Pb+3] (4′-chloro-4-methylbiphenyl-3-yllead triacetate). The solvent is ClCCl (dichloromethane). Reaction conditions: time 10 minute. Yields the product ClC1=CC=C(C=C1)C1=CC(=C(C=C1)C)C1C(CC(CC1=O)CC1OCCO1)=O (2-(4′-chloro-4-methylbiphenyl-3-yl)-5-[1,3]dioxolan-2-ylmethylcyclohexane-1,3-dione). As a reaction SMILES: [O:1]1[CH2:5][CH2:4][O:3][CH:2]1[CH2:6][CH:7]1[CH2:12][C:11](=[O:13])[CH2:10][C:9](=[O:14])[CH2:8]1.C(Cl)(Cl)Cl.C1(C)C=CC=CC=1.C([O-])(=O)C.C([O-])(=O)C.C([O-])(=O)C.[Cl:38][C:39]1[CH:44]=[CH:43][C:42]([C:45]2[CH:50]=[CH:49][C:48]([CH3:51])=[C:47]([Pb+3])[CH:46]=2)=[CH:41][CH:40]=1>ClCCl>[Cl:38][C:39]1[CH:40]=[CH:41][C:42]([C:45]2[CH:50]=[CH:49][C:48]([CH3:51])=[C:47]([CH:10]3[C:11](=[O:13])[CH2:12][CH:7]([CH2:6][CH:2]4[O:3][CH2:4][CH2:5][O:1]4)[CH2:8][C:9]3=[O:14])[CH:46]=2)=[CH:43][CH:44]=1 |f:3.4.5.6|. Procedure details: To a solution of 5-[1,3]dioxolan-2-ylmethylcyclohexane-1,3-dione (1.43 g, 7.22 mmol) in a mixed solvent system of chloroform (72 ml) and toluene (18 ml) is added N,N-dimethylaminopyridine (4.40 g, 36.08 mmol) and the solution is stirred at room temperature for 10 minutes. To this mixture is then added 4′-chloro-4-methylbiphenyl-3-yllead triacetate (described in WO 2008/071405) (4.95 g, 7.91 mmol) in one portion, followed by heating at 80° C. for 2 hours. After cooling to room temperature the sol... Starting materials: C(C)(C)(C)C=1C=C(C(=O)O)C=C(C1O)C(C)(C)C (3,5-di-tert-butyl-4-hydroxybenzoic acid), C1(=CC=CC=C1)C (toluene), S(=O)(Cl)Cl (thionyl chloride), OCCNC(CCCCCCCCCCCCCCCCC)=O (N-(2-hydroxyethyl)stearamide), C1(=CC=CC=C1)C (toluene). The solvent is N1=CC=CC=C1 (pyridine). Yields the product C(C)(C)(C)C1C=C(C(=O)OCCNC(CCCCCCCCCCCCCCCCC)=O)C=CC1(O)C(C)(C)C (2-Stearamidoethyl 3,4-di-tert-butyl-4-hydroxybenzoate). As a reaction SMILES: C([C:5]1[CH:6]=[C:7]([CH:11]=[C:12]([C:15]([CH3:18])([CH3:17])[CH3:16])[C:13]=1[OH:14])[C:8]([OH:10])=[O:9])(C)(C)C.[C:19]1([CH3:25])[CH:24]=CC=C[CH:20]=1.S(Cl)(Cl)=O.O[CH2:31][CH2:32][NH:33][C:34](=[O:52])[CH2:35][CH2:36][CH2:37][CH2:38][CH2:39][CH2:40][CH2:41][CH2:42][CH2:43][CH2:44][CH2:45][CH2:46][CH2:47][CH2:48][CH2:49][CH2:50][CH3:51]>N1C=CC=CC=1>[C:15]([CH:12]1[C:13]([C:19]([CH3:25])([CH3:24])[CH3:20])([OH:14])[CH:5]=[CH:6][C:7]([C:8]([O:10][CH2:31][CH2:32][NH:33][C:34](=[O:52])[CH2:35][CH2:36][CH2:37][CH2:38][CH2:39][CH2:40][CH2:41][CH2:42][CH2:43][CH2:44][CH2:45][CH2:46][CH2:47][CH2:48][CH2:49][CH2:50][CH3:51])=[O:9])=[CH:11]1)([CH3:16])([CH3:17])[CH3:18]. Procedure: A mixture of 25 g (0.1 mole) 3,5-di-tert-butyl-4-hydroxybenzoic acid, 50 ml toluene and 8.5 ml thionyl chloride was refluxed for 3 hours. The excess thionyl chloride and the toluene were removed on a rotary evaporator. The acid chloride was dissolved in 50 ml toluene and was added to a mixture of 29.4 g (0.09 mole) N-(2-hydroxyethyl)stearamide, 20 ml toluene and 15 ml pyridine. The mixture was refluxed for two hours. The reaction mixture was then cooled, quenched with water, washed with dilute h... Starting materials: P(=O)(O)(O)[O-].[K+] (potassium dihydrogenphosphate), C(=O)[O-].[Na+] (sodium formate), N[C@@H](C)C(=O)O (L-Alanine), C([O-])([O-])=O.[K+].[K+] (Potassium carbonate), 4,4-dimethoxydihydro-2H-pyran-3(4-1), [OH-].[Na+] (NaOH), C=1N=C(C2=C(N1)N(C=N2)[C@H]3[C@@H]([C@@H]([C@H](O3)COP(=O)(O)OP(=O)(O)OC[C@@H]4[C@H]([C@H]([C@@H](O4)N5C=CCC(=C5)C(=O)N)O)O)O)O)N (NAD). The solvent is C(C)#N (acetonitrile), C1(=CC=CC=C1)C (toluene), C1(=CC=CC=C1)C (toluene). Reaction conditions: temperature 45 celsius, time 30 minute. Product: COC1([C@H](COCC1)N)OC ((3S)-4,4-dimethoxytetrahydro-2H-pyran-3-amine). Reaction SMILES: P([O-])(O)(O)=O.[K+].[CH:7]([O-:9])=O.[Na+].[NH2:11][C@H:12]([C:14]([OH:16])=O)[CH3:13].[OH-:17].[Na+].C1N=[C:21](N)[C:22]2N=CN([C@@H]3O[C@H](COP(OP(OC[C@H]4O[C@@H](N5C=C(C(N)=O)CC=C5)[C@H](O)[C@@H]4O)(O)=O)(O)=O)[C@@H](O)[C@H]3O)C=2N=1.[C:63](=O)([O-])[O-].[K+].[K+]>C1(C)C=CC=CC=1.C(#N)C>[CH3:63][O:17][C:13]1([O:9][CH3:7])[CH2:22][CH2:21][O:16][CH2:14][C@@H:12]1[NH2:11] |f:0.1,2.3,5.6,8.9.10|. Procedure details: A solution of 4,4-dimethoxydihydro-2H-pyran-3(4-1)-one (172 g, 1.07 mol, see Example 1) in 310 mL of toluene was stirred in toluene for 30 min, then extracted 3× with water (270 mL). To the aqueous solution was added potassium dihydrogenphosphate (14.1 g, 0.104 mol), sodium formate (55.1 g, 0.810 mol), and L-Alanine (72.2 g, 0.810 mol). The pH was adjusted to 7.8 with 5N NaOH, and NAD (0.810 g), PLP (0.810 g), LDH (0.162 g), FDH (1.62 g), and Codexis TA P1G5 (4.05 g) were added. The mixture was ... The reactants are CO, Cl, N#CCc1ccc(C(F)(F)F)cc1, NO, [Na+], O=C([O-])O. Product: NC(Cc1ccc(C(F)(F)F)cc1)=NO. As a reaction SMILES: [CH3:22][OH:23].[ClH:14].[F:1][C:2]([c:3]1[cH:4][cH:5][c:6]([CH2:9][C:10]#[N:11])[cH:7][cH:8]1)([F:12])[F:13].[NH2:15][OH:16].[Na+:21].[O-:17][C:18]([OH:19])=[O:20]>>[F:1][C:2]([c:3]1[cH:4][cH:5][c:6]([CH2:9][C:10]([NH2:11])=[N:15][OH:16])[cH:7][cH:8]1)([F:12])[F:13]. The reactants are CCCCCC.C(C)(=O)OCC (hexane ethyl acetate), BrBr (bromine), ClC=1NC(=CC1C#N)C=1SC(=CC1)Cl (2-chloro-5-(5-chloro-2-thienyl)pyrrole-3-carbonitrile). Solvent: O1CCOCC1 (p-dioxane), O1CCOCC1 (p-dioxane). Run at time 8 hour. Yields the product BrC=1C(=C(NC1C=1SC(=CC1)Cl)Cl)C#N (4-Bromo-2-Chloro-5-(5-Chloro-2-Thienyl)Pyrrole-3-Carbonitrile). Reaction SMILES: [Br:1]Br.[Cl:3][C:4]1[NH:5][C:6]([C:11]2[S:12][C:13]([Cl:16])=[CH:14][CH:15]=2)=[CH:7][C:8]=1[C:9]#[N:10].CCCCCC.C(OCC)(=O)C>O1CCOCC1>[Br:1][C:7]1[C:8]([C:9]#[N:10])=[C:4]([Cl:3])[NH:5][C:6]=1[C:11]1[S:12][C:13]([Cl:16])=[CH:14][CH:15]=1 |f:2.3|. Reported procedure: A solution of bromine (0.70 g, 4.3 mmol) in p-dioxane is added dropwise to a solution of 2-chloro-5-(5-chloro-2-thienyl)pyrrole-3-carbonitrile (1.00 g, 4.1 mmol) in p-dioxane. The reaction mixture is stirred overnight at room temperature and concentrated in vacuo to obtain a residue. Flash chromatography of the residue using silica gel and a (6:1) hexane/ethyl acetate solution gives the title product as a yellow solid, mp >200° C. Starting materials: N[C@@](C(=O)OCC)(C)C1=CC=CC=C1 ((S)-Ethyl 2-amino-2-phenylpropanoate), [BH4-].[Na+] (sodium borohydride). Run in CCO (EtOH). The product is N[C@@](CO)(C)C1=CC=CC=C1 ((S)-2-Amino-2-phenylpropan-1-ol). Isolated yield 109.2%. RXN SMILES: [NH2:1][C@:2]([C:9]1[CH:14]=[CH:13][CH:12]=[CH:11][CH:10]=1)([CH3:8])[C:3](OCC)=[O:4].[BH4-].[Na+]>CCO>[NH2:1][C@:2]([C:9]1[CH:14]=[CH:13][CH:12]=[CH:11][CH:10]=1)([CH3:8])[CH2:3][OH:4] |f:1.2|. Procedure: The product of Example 445C (1.28 g, 6.6 mmol, prepared in) was reacted with sodium borohydride (1.25 g, 33 mmol) in 75% aqueous EtOH (32 mL) at reflux for 1 hour. The reaction was concentrated, diluted with water (20 mL) and extracted with ethyl acetate (3×75 mL). The organic layer was washed with 10% NaHCO3 solution (2×10 mL), dried over MgSO4, and concentrated to give the title compound as colorless viscous oil (1.09 g., 100%).